From a dataset of the Open Reaction Database (ORD), a public repository of structured organic reaction records. describe an organic reaction: reactants, conditions, products, and yield Starting materials: C1(=CC=CC=C1)C(Cl)(Cl)Cl (benzotrichloride), C(CCC)S (butanethiol), copper-I bromide, Cl (hydrogen chloride). Yields the product C(C1=CC=CC=C1)(Cl)Cl (benzal chloride). The yield is 73.9%. As a reaction SMILES: [C:1]1([C:7](Cl)([Cl:9])[Cl:8])[CH:6]=[CH:5][CH:4]=[CH:3][CH:2]=1.C(S)CCC.Cl>>[CH:7]([Cl:9])([Cl:8])[C:1]1[CH:6]=[CH:5][CH:4]=[CH:3][CH:2]=1. Procedure: 19.5 g (0.1 mole) of benzotrichloride, 18 g (0.2 mole) of butanethiol and 0.2 g of copper-I bromide were heated to the reflux temperature, while stirring, and were left to react until the evolution of hydrogen chloride had ended (duration: 6 hours). The mixture was then subjected to fractional distillation to give 11.9 g (74%) of benzal chloride at a boiling point of 102°-106° C./30 mbar.